From a dataset of the Open Reaction Database (ORD), a public repository of structured organic reaction records. describe an organic reaction: reactants, conditions, products, and yield Reactants: Cc1oc(-c2ccccc2)nc1COc1ccc(CO)cc1, CN(C)C=O, N#Cc1cccnc1Cl, [Na+], [OH-], O. Yields the product Cc1oc(-c2ccccc2)nc1COc1ccc(COc2ncccc2C#N)cc1. Reaction SMILES: [CH3:1][c:2]1[c:3]([CH2:13][O:14][c:15]2[cH:16][cH:17][c:18]([CH2:21][OH:22])[cH:19][cH:20]2)[n:4][c:5](-[c:7]2[cH:8][cH:9][cH:10][cH:11][cH:12]2)[o:6]1.[CH3:32][N:33]([CH3:34])[CH:35]=[O:36].[Cl:23][c:24]1[n:25][cH:26][cH:27][cH:28][c:29]1[C:30]#[N:31].[Na+:38].[OH-:37].[OH2:39]>>[CH3:1][c:2]1[c:3]([CH2:13][O:14][c:15]2[cH:16][cH:17][c:18]([CH2:21][O:22][c:24]3[n:25][cH:26][cH:27][cH:28][c:29]3[C:30]#[N:31])[cH:19][cH:20]2)[n:4][c:5](-[c:7]2[cH:8][cH:9][cH:10][cH:11][cH:12]2)[o:6]1. The reactants are IC1=CC=C(CBr)C=C1 (p-iodobenzyl bromide), IC1=C(C=CC=C1)C (o-iodotoluene). The product is IC1=C(CBr)C=CC=C1 (o-Iodobenzyl bromide). Reaction SMILES: I[C:2]1[CH:9]=[CH:8][C:5]([CH2:6][Br:7])=[CH:4][CH:3]=1.[I:10]C1C=CC=CC=1C>>[I:10][C:8]1[CH:9]=[CH:2][CH:3]=[CH:4][C:5]=1[CH2:6][Br:7]. Reported procedure: o-Iodobenzyl bromide was prepared by the procedure described by H. A. Sloviter, J. Am. Chem. Soc. 71, p.3360 (1949) for p-iodobenzyl bromide by starting with o-iodotoluene. The crude product was distilled at reduced pressure to yield a liquid product, bp. 85°-92°/0.5 mm Hg, which crystallized spontaneously to yield a solid product having a mp of 42°-49°. As a reaction SMILES: [Cl:1][C:2]1[CH:3]=[C:4]([CH:8]=[CH:9][C:10]=1[Cl:11])[CH2:5][CH2:6]O.CS(Cl)(=O)=O.O.[N:18]1C=CC=C[CH:19]=1>>[Cl:1][C:2]1[CH:3]=[C:4]([CH:8]=[CH:9][C:10]=1[Cl:11])[CH2:5][CH2:6][NH:18][CH3:19]. Run at time 1 hour. Procedure: A portion (1 g, 5.23 mmol) of the 3,4-dichlorophenethyl alcohol produced in (1) above was dissolved in pyridine (10 ml) and methanesulfonyl chloride (0.61 ml, 7.85 mmol) was slowly added dropwise, followed by stirring at room temperature for 1 h and pouring into water. The mixture was subjected to extraction with ethyl acetate and concentrated under vacuum; the residue was dissolved in 50 ml of a solution of 40% methylamine in methanol and the solution was stirred overnight at room temperature, ... Yields the product ClC=1C=C(CCNC)C=CC1Cl (3,4-dichlorophenethyl-N-methylamine). Reactants: O (water), ClC=1C=C(CCO)C=CC1Cl (3,4-dichlorophenethyl alcohol), ( 1 ), N1=CC=CC=C1 (pyridine), CS(=O)(=O)Cl (methanesulfonyl chloride). Starting materials: N(CC(=O)O)C(=O)OC(C)(C)C (Boc-Gly-OH), ON1C(=O)CCC1=O (HOSu). Solvent: C(Cl)(Cl)Cl (CHCl3). Conditions: time 8 hour. The product is N(CC(=O)ON1C(=O)CCC1=O)C(=O)OC(C)(C)C (Boc-Gly-OSu). Reaction SMILES: [NH:1]([C:6]([O:8][C:9]([CH3:12])([CH3:11])[CH3:10])=[O:7])[CH2:2][C:3]([OH:5])=[O:4].O[N:14]1[C:19](=[O:20])[CH2:18][CH2:17][C:15]1=[O:16]>C(Cl)(Cl)Cl>[NH:1]([C:6]([O:8][C:9]([CH3:12])([CH3:11])[CH3:10])=[O:7])[CH2:2][C:3]([O:5][N:14]1[C:19](=[O:20])[CH2:18][CH2:17][C:15]1=[O:16])=[O:4]. Procedure details: Boc-Gly-OH (1.54 g, 8.82 mmol) was put in a 500-mL eggplant flask and dissolved in distilled CHCl3. Then, DCU (2.18 g, 10.6 mmol) and HOSu (1.21 g, 10.6 mmol) were added thereto, and the stirring was started under cooling. After having been left standing overnight, the completion of the reaction was confirmed with TLC and the resultant was concentrated. After filtered, DCUrea was dissolved in AcOEt and the reprecipitated DCUrea was filtered. After that, the filtrate was concentrated and recrysta... Starting materials: Grignard reagent, C(C)N(C(=O)C1=CC=C(C(=O)C=2C=C(C=CC2)OC)C=C1)CC (3-(4-diethylcarbamoylbenzoyl)anisole), [Mg] (magnesium), C1(CC1)Br (cyclopropyl bromide), Grignard reagent, [Cl-].[NH4+] (ammonium chloride). Run in O1CCCC1 (tetrahydrofuran), O1CCCC1 (tetrahydrofuran). Reaction conditions: temperature 60 celsius, time 1 hour. Yields the product C1(CC1)C(O)(C1=CC(=CC=C1)OC)C1=CC=C(C=C1)C(N(CC)CC)=O (1-Cyclopropyl-1-(4-diethylcarbamoylphenyl)-1-(3-methoxyphenyl)Methanol). Yield: 53.0%. RXN SMILES: [CH:1]1(Br)[CH2:3][CH2:2]1.[Mg].[CH2:6]([N:8]([CH2:27][CH3:28])[C:9]([C:11]1[CH:26]=[CH:25][C:14]([C:15]([C:17]2[CH:18]=[C:19]([O:23][CH3:24])[CH:20]=[CH:21][CH:22]=2)=[O:16])=[CH:13][CH:12]=1)=[O:10])[CH3:7].[Cl-].[NH4+]>O1CCCC1>[CH:1]1([C:15]([C:14]2[CH:25]=[CH:26][C:11]([C:9](=[O:10])[N:8]([CH2:27][CH3:28])[CH2:6][CH3:7])=[CH:12][CH:13]=2)([C:17]2[CH:22]=[CH:21][CH:20]=[C:19]([O:23][CH3:24])[CH:18]=2)[OH:16])[CH2:3][CH2:2]1 |f:3.4|. Procedure details: A solution of cyclopropyl bromide (0.31 ml) dissolved in tetrahydrofuran (1.5 ml) was added with magnesium (46.9 mg) and stirred at 60° C. for 1 hour to prepare a Grignard reagent. The Grignard reagent was added with a solution of 3-(4-diethylcarbamoylbenzoyl)anisole (150 mg) synthesized in accordance with the method described in WO97/10230, which was dissolved in tetrahydrofuran (1.5 ml), and then stirred at 60° C. for 2 hours. The reaction mixture was added with saturated aqueous ammonium chlo... Reactants: NC1=NC=CC=C1[N+](=O)[O-] (2-amino-3-nitropyridine), C(CCCCCC)N=C=O (heptyl isocyanate). Reagents/catalysts: CN(C1=CC=NC=C1)C (4-dimethylaminopyridine). Solvent: C1(=CC=CC=C1)C (toluene). Product: [N+](=O)([O-])C=1C(=NC=CC1)NC(=O)NCCCCCCC (1-(3-nitro-2-pyridyl)-3-heptylurea). The yield is 36.8%. As a reaction SMILES: [NH2:1][C:2]1[C:7]([N+:8]([O-:10])=[O:9])=[CH:6][CH:5]=[CH:4][N:3]=1.[CH2:11]([N:18]=[C:19]=[O:20])[CH2:12][CH2:13][CH2:14][CH2:15][CH2:16][CH3:17]>CN(C)C1C=CN=CC=1.C1(C)C=CC=CC=1>[N+:8]([C:7]1[C:2]([NH:1][C:19]([NH:18][CH2:11][CH2:12][CH2:13][CH2:14][CH2:15][CH2:16][CH3:17])=[O:20])=[N:3][CH:4]=[CH:5][CH:6]=1)([O-:10])=[O:9]. Procedure details: A mixture of 2-amino-3-nitropyridine (1.39 g), heptyl isocyanate (1.41 g) and 4-dimethylaminopyridine (0.37 g) was stirred in toluene (5 ml) at 100°-110° C. for 5 hrs. The solvent was distilled off and the residue was purified by a silica gel column chromatography (hexane:ethyl acetate=2:1) to give 1-(3-nitro-2-pyridyl)-3-heptylurea (1.03 g, 37%) as crystals.